From a dataset of the Open Reaction Database (ORD), a public repository of structured organic reaction records. describe an organic reaction: reactants, conditions, products, and yield Starting materials: C1(CCCCC1)N[C@@H]1CC[C@H](CC1)C1=CC=CC=C1 (trans-N-cyclohexyl-4-phenylcyclohexylamine), ClC1=CC=C(C(=O)Cl)C=C1 (4-chlorobenzoylchloride). The product is ClC1=CC=C(C(=O)N(C2CCCCC2)[C@@H]2CC[C@H](CC2)C2=CC=CC=C2)C=C1 (trans-N-(4-chlorobenzoyl)-N-cyclohexyl-4-phenylcyclohexylamine). As a reaction SMILES: [CH:1]1([NH:7][C@H:8]2[CH2:13][CH2:12][C@H:11]([C:14]3[CH:19]=[CH:18][CH:17]=[CH:16][CH:15]=3)[CH2:10][CH2:9]2)[CH2:6][CH2:5][CH2:4][CH2:3][CH2:2]1.[Cl:20][C:21]1[CH:29]=[CH:28][C:24]([C:25](Cl)=[O:26])=[CH:23][CH:22]=1>>[Cl:20][C:21]1[CH:29]=[CH:28][C:24]([C:25]([N:7]([C@H:8]2[CH2:9][CH2:10][C@H:11]([C:14]3[CH:15]=[CH:16][CH:17]=[CH:18][CH:19]=3)[CH2:12][CH2:13]2)[CH:1]2[CH2:2][CH2:3][CH2:4][CH2:5][CH2:6]2)=[O:26])=[CH:23][CH:22]=1. Procedure: from trans-N-cyclohexyl-4-phenylcyclohexylamine and 4-chlorobenzoylchloride. Melting point: 164°-166° C. The reactants are CCO, [Cl-], [Fe], [NH4+], O, O=C(Nc1ccccc1C=Cc1n[nH]c2ccccc12)c1cccc([N+](=O)[O-])c1. Product: Nc1cccc(C(=O)Nc2ccccc2C=Cc2n[nH]c3ccccc23)c1. Reaction SMILES: [CH3:32][CH2:33][OH:34].[Cl-:30].[Fe:35].[NH4+:31].[OH2:36].[nH:1]1[n:2][c:3]([CH:10]=[CH:11][c:12]2[c:13]([NH:18][C:19]([c:20]3[cH:21][c:22]([N+:26]([O-:27])=[O:28])[cH:23][cH:24][cH:25]3)=[O:29])[cH:14][cH:15][cH:16][cH:17]2)[c:4]2[cH:5][cH:6][cH:7][cH:8][c:9]12>>[nH:1]1[n:2][c:3]([CH:10]=[CH:11][c:12]2[c:13]([NH:18][C:19]([c:20]3[cH:21][c:22]([NH2:26])[cH:23][cH:24][cH:25]3)=[O:29])[cH:14][cH:15][cH:16][cH:17]2)[c:4]2[cH:5][cH:6][cH:7][cH:8][c:9]12. Reactants: CCOC(=O)C(C)=C=CC(C)(C)c1ccc(F)cc1, CC(C)(CC(=O)Cl)c1ccc(F)cc1. The product is CC(=C=CC(C)(C)c1ccc(F)cc1)C(=O)O. RXN SMILES: [F:15][c:16]1[cH:17][cH:18][c:19]([C:22]([CH:23]=[C:24]=[C:25]([C:26](=[O:27])[O:28][CH2:29][CH3:30])[CH3:31])([CH3:32])[CH3:33])[cH:20][cH:21]1.[F:1][c:2]1[cH:3][cH:4][c:5]([C:6]([CH3:7])([CH3:8])[CH2:9][C:10]([Cl:11])=[O:12])[cH:13][cH:14]1>>[F:15][c:16]1[cH:17][cH:18][c:19]([C:22]([CH:23]=[C:24]=[C:25]([C:26](=[O:27])[OH:28])[CH3:31])([CH3:32])[CH3:33])[cH:20][cH:21]1. The reactants are CC(=O)O[BH-](OC(C)=O)OC(C)=O, COC(=O)c1cccc(C=O)c1, ClCCl, NC1CCC(CNc2nc(NCc3ccccc3OC(F)(F)F)ncc2[N+](=O)[O-])CC1, [Na+]. Yields the product COC(=O)c1cccc(CNC2CCC(CNc3nc(NCc4ccccc4OC(F)(F)F)ncc3[N+](=O)[O-])CC2)c1. As a reaction SMILES: [C:44]([O:45][BH-:46]([O:47][C:48](=[O:49])[CH3:50])[O:51][C:52](=[O:53])[CH3:54])(=[O:55])[CH3:56].[CH3:32][O:33][C:34]([c:35]1[cH:36][c:37]([CH:41]=[O:42])[cH:38][cH:39][cH:40]1)=[O:43].[Cl:58][CH2:59][Cl:60].[NH2:1][CH:2]1[CH2:3][CH2:4][CH:5]([CH2:8][NH:9][c:10]2[n:11][c:12]([NH:19][CH2:20][c:21]3[c:22]([O:27][C:28]([F:29])([F:30])[F:31])[cH:23][cH:24][cH:25][cH:26]3)[n:13][cH:14][c:15]2[N+:16](=[O:17])[O-:18])[CH2:6][CH2:7]1.[Na+:57]>>[NH:1]([CH:2]1[CH2:3][CH2:4][CH:5]([CH2:8][NH:9][c:10]2[n:11][c:12]([NH:19][CH2:20][c:21]3[c:22]([O:27][C:28]([F:29])([F:30])[F:31])[cH:23][cH:24][cH:25][cH:26]3)[n:13][cH:14][c:15]2[N+:16](=[O:17])[O-:18])[CH2:6][CH2:7]1)[CH2:41][c:37]1[cH:36][c:35]([C:34]([O:33][CH3:32])=[O:43])[cH:40][cH:39][cH:38]1. Reactants: Cc1cc(C(=O)O)c(C=O)[nH]1, O=C1Cc2c(cccc2C2CCNCC2)N1. Reaction SMILES: [CH:17](=[O:18])[c:19]1[nH:20][c:21]([CH3:27])[cH:22][c:23]1[C:24](=[O:25])[OH:26].[NH:1]1[CH2:2][CH2:3][CH:4]([c:7]2[c:8]3[c:12]([cH:13][cH:14][cH:15]2)[NH:11][C:10](=[O:16])[CH2:9]3)[CH2:5][CH2:6]1>>[NH:1]1[CH2:2][CH2:3][CH:4]([c:7]2[c:8]3[c:12]([cH:13][cH:14][cH:15]2)[NH:11][C:10](=[O:16])[C:9]3=[CH:17][c:19]2[nH:20][c:21]([CH3:27])[cH:22][c:23]2[C:24](=[O:25])[OH:26])[CH2:5][CH2:6]1. Product: Cc1cc(C(=O)O)c(C=C2C(=O)Nc3cccc(C4CCNCC4)c32)[nH]1. The reactants are [OH-].[Na+] (NaOH), O (H2O), C(C)(C)OC(=O)Cl (iso-propylchloroformate), C(C1=CC=CC=C1)N1CC2CNCC(C1)C2 (3-benzyl-3,7-diazabicyclo[3.3.1]nonane). The solvent is C(Cl)Cl (DCM). Run at time 3 hour. The product is C(C1=CC=CC=C1)N1CC2CN(CC(C1)C2)C(=O)OC(C)C (iso-Propyl 7-benzyl-3,7-diazabicyclo[3.3.1]nonane-3-carboxylate). The yield is 95.0%. As a reaction SMILES: [OH-].[Na+].O.[CH:4]([O:7][C:8](Cl)=[O:9])([CH3:6])[CH3:5].[CH2:11]([N:18]1[CH2:25][CH:24]2[CH2:26][CH:20]([CH2:21][NH:22][CH2:23]2)[CH2:19]1)[C:12]1[CH:17]=[CH:16][CH:15]=[CH:14][CH:13]=1>C(Cl)Cl>[CH2:11]([N:18]1[CH2:19][CH:20]2[CH2:26][CH:24]([CH2:23][N:22]([C:8]([O:7][CH:4]([CH3:6])[CH3:5])=[O:9])[CH2:21]2)[CH2:25]1)[C:12]1[CH:17]=[CH:16][CH:15]=[CH:14][CH:13]=1 |f:0.1|. Reported procedure: NaOH (6.0 mL; 10M), H2O (10 mL) and iso-propylchloroformate (55 mmol) were added to a solution of 3-benzyl-3,7-diazabicyclo[3.3.1]nonane (10.8 g; 50 mmol; see Example E above)-in DCM (50 mL) The reaction mixture was stirred for 3 h and the phases were then separated. The organic phase -was washed with H2O and brine, dried and concentrated to give the sub-title compound in a 95% yield.